From a dataset of the Open Reaction Database (ORD), a public repository of structured organic reaction records. describe an organic reaction: reactants, conditions, products, and yield Reactants: ClC(=O)OCC1=CC=CC=C1 (Benzyl chloroformate), N1=CC=CC=C1 (pyridine), NC1=C(C=C(C=C1)N1C=NC(=C1)CO[Si](C)(C)C(C)(C)C)F (1-Amino-4-(4-t-butyldimethylsilyloxymethylimidazol-1-yl)fluorobenzene). Solvent: ClCCl (dichloromethane), ClCCl (dichloromethane), C([O-])(O)=O.[Na+] (sodium bicarbonate). Run at temperature -20 celsius. The product is C(C1=CC=CC=C1)OC(=O)NC1=C(C=C(C=C1)N1C=NC(=C1)CO[Si](C)(C)C(C)(C)C)F (1-Benzyloxvcarbonylamino-4-(4-t-butyldimethylsilyloxymethylimidazol-1-yl)fluorobenzene). Reaction SMILES: [NH2:1][C:2]1[CH:7]=[CH:6][C:5]([N:8]2[CH:12]=[C:11]([CH2:13][O:14][Si:15]([C:18]([CH3:21])([CH3:20])[CH3:19])([CH3:17])[CH3:16])[N:10]=[CH:9]2)=[CH:4][C:3]=1[F:22].N1C=CC=CC=1.Cl[C:30]([O:32][CH2:33][C:34]1[CH:39]=[CH:38][CH:37]=[CH:36][CH:35]=1)=[O:31]>ClCCl.C(=O)(O)[O-].[Na+]>[CH2:33]([O:32][C:30]([NH:1][C:2]1[CH:7]=[CH:6][C:5]([N:8]2[CH:12]=[C:11]([CH2:13][O:14][Si:15]([C:18]([CH3:19])([CH3:21])[CH3:20])([CH3:16])[CH3:17])[N:10]=[CH:9]2)=[CH:4][C:3]=1[F:22])=[O:31])[C:34]1[CH:39]=[CH:38][CH:37]=[CH:36][CH:35]=1 |f:4.5|. Procedure details: 1-Amino-4-(4-t-butyldimethylsilyloxymethylimidazol-1-yl)fluorobenzene (36.1 g) was dissolved in dry dichloromethane (450 ml), treated with pyridine (11.3 ml), then stirred under argon while cooling to −20° C. Benzyl chloroformate (17.7 ml) in dichloromethane (50 ml) was added dropwise, maintaining the temperature. The mixture was then allowed to warm to ambient temperature over 1 hour, then stirred for a further 1.5 hours. The mixture was diluted with aqueous sodium bicarbonate (250 ml), and the... The reactants are N[C@@H]1CC=2C=CC(=CC2CC1)C(=O)N1CCCC1 (((S)-6-amino-5,6,7,8-tetrahydronaphthalen-2-yl)pyrrolidin-1-ylmethanone), [H-].[Al+3].[Li+].[H-].[H-].[H-] (lithium aluminum hydride), [OH-].[Na+] (sodium hydroxide), O (water), O (Water). Solvent: C1CCOC1 (THF), C1CCOC1 (THF). Reaction conditions: time 1 hour. The product is N1(CCCC1)CC=1C=C2CC[C@@H](CC2=CC1)N ((S)-6-Pyrrolidin-1-ylmethyl-1,2,3,4-tetrahydronaphthalen-2-ylamine). As a reaction SMILES: [NH2:1][C@H:2]1[CH2:11][CH2:10][C:9]2[CH:8]=[C:7]([C:12]([N:14]3[CH2:18][CH2:17][CH2:16][CH2:15]3)=O)[CH:6]=[CH:5][C:4]=2[CH2:3]1.[H-].[Al+3].[Li+].[H-].[H-].[H-].O.[OH-].[Na+]>C1COCC1>[N:14]1([CH2:12][C:7]2[CH:8]=[C:9]3[C:4](=[CH:5][CH:6]=2)[CH2:3][C@@H:2]([NH2:1])[CH2:11][CH2:10]3)[CH2:18][CH2:17][CH2:16][CH2:15]1 |f:1.2.3.4.5.6,8.9|. Procedure: A solution of ((S)-6-amino-5,6,7,8-tetrahydronaphthalen-2-yl)pyrrolidin-1-ylmethanone (0.49 g) in THF (5 ml) was added dropwise to a suspension of lithium aluminum hydride (0.60 g) in THF (10 ml). The mixture was stirred at RT for one hour. Water (0.6 ml) was cautiously added dropwise, followed by sodium hydroxide solution (16%; 2 ml) and water again (2 ml). The precipitate which formed was filtered off and the filtrate was concentrated. The residue was taken up in hydrochloric acid (1N) and the... Yields the product Cl.ClC1=[N+](C=CC=C1)[O-] (2-chloropyridine-1-oxide hydrochloride). Run at time 7 minute. Procedure: The moist crystals of 2-aminopyridine-1-oxide hydrochloride from Example 1, with or without drying and recrystallization, or the material of Example 2 after purification, can be used in this preparation without substantial difference in the results. A solution of 2-aminopyridine-1-oxide hydrochloride (110 g. dry weight) and 146 g. of concentrated hydrochloric acid (37.5%) in 158 g. of water was cooled to about 0° C and treated dropwise, with stirring, with 51.8 g. of sodium nitrite in 110 g. of ... The solvent is O (water), O (water). The reactants are Cl (hydrochloric acid), Cl.NC1=[N+](C=CC=C1)[O-] (2-aminopyridine-1-oxide hydrochloride), Cl (hydrochloric acid), Cl (hydrochloric acid), N(=O)[O-].[Na+] (sodium nitrite). Reaction SMILES: [ClH:1].N[C:3]1[CH:8]=[CH:7][CH:6]=[CH:5][N+:4]=1[O-:9].Cl.N([O-])=O.[Na+]>O>[ClH:1].[Cl:1][C:3]1[CH:8]=[CH:7][CH:6]=[CH:5][N+:4]=1[O-:9] |f:0.1,3.4,6.7|. The reactants are BrC1=NN(C(=C1[N+](=O)[O-])Br)C (3,5-dibromo-1-methyl-4-nitropyrazole), C(O)CN (ethanolamine), O (water). Run in C(C)O (ethanol). Conditions: temperature 5 celsius. Product: BrC1=NN(C(=C1[N+](=O)[O-])NCCO)C (3-bromo-5-(2'-hydroxyethyl)amino-1-methyl-4-nitropyrazole). Isolated yield 81.0%. RXN SMILES: [Br:1][C:2]1[C:6]([N+:7]([O-:9])=[O:8])=[C:5](Br)[N:4]([CH3:11])[N:3]=1.[CH2:12]([CH2:14][NH2:15])[OH:13].O>C(O)C>[Br:1][C:2]1[C:6]([N+:7]([O-:9])=[O:8])=[C:5]([NH:15][CH2:14][CH2:12][OH:13])[N:4]([CH3:11])[N:3]=1. Procedure: 3 g (10.5 mmoles) of 3,5-dibromo-1-methyl-4-nitropyrazole are heated in a solution of 30 ml ethanolamine in 30 ml ethanol for 15 hours at boiling temperature. The reaction mixture is then poured on 200 ml water, the separated product is filtered, washed with water (20 ml) and vacuum dried. Additional product crystallizes from the filtrate when cooled (5° C.). 2.25 g (81 percent of theory) of 3-bromo-5-(2'-hydroxyethyl)amino-1-methyl-4-nitropyrazole are obtained in the form of yellow crystals wit... Starting materials: C(#N)C1=CC=C(CC(CCC2=CC=C(C(=O)OC)C=C2)\C=C\C2=C(C=CC=C2)O)C=C1 (Methyl E-4-[3-(4-cyanobenzyl)-5-(2-hydroxyphenyl)pent-4-enyl]benzoate), ClCC1=CC=C(C=C1)C1=CC=C(C=C1)C(F)(F)F (4-Chloromethyl-4′-trifluoromethylbiphenyl), C([O-])([O-])=O.[K+].[K+] (potassium-carbonate). Run in C(C)#N (acetonitrile). The product is C(#N)C1=CC=C(CC(CCC2=CC=C(C(=O)OC)C=C2)\C=C\C2=C(C=CC=C2)OCC2=CC=C(C=C2)C2=CC=C(C=C2)C(F)(F)F)C=C1 (Methyl E-4-{3-(4-cyanobenzyl)-5-[2-(4′-trifluoromethylbiphenyl-4-ylmethoxy)phenyl]pent-4-enyl}benzoate). Yield: 90.0%. Reaction SMILES: [C:1]([C:3]1[CH:31]=[CH:30][C:6]([CH2:7][CH:8](/[CH:21]=[CH:22]/[C:23]2[CH:28]=[CH:27][CH:26]=[CH:25][C:24]=2[OH:29])[CH2:9][CH2:10][C:11]2[CH:20]=[CH:19][C:14]([C:15]([O:17][CH3:18])=[O:16])=[CH:13][CH:12]=2)=[CH:5][CH:4]=1)#[N:2].Cl[CH2:33][C:34]1[CH:39]=[CH:38][C:37]([C:40]2[CH:45]=[CH:44][C:43]([C:46]([F:49])([F:48])[F:47])=[CH:42][CH:41]=2)=[CH:36][CH:35]=1.C(=O)([O-])[O-].[K+].[K+]>C(#N)C>[C:1]([C:3]1[CH:4]=[CH:5][C:6]([CH2:7][CH:8](/[CH:21]=[CH:22]/[C:23]2[CH:28]=[CH:27][CH:26]=[CH:25][C:24]=2[O:29][CH2:33][C:34]2[CH:35]=[CH:36][C:37]([C:40]3[CH:45]=[CH:44][C:43]([C:46]([F:47])([F:48])[F:49])=[CH:42][CH:41]=3)=[CH:38][CH:39]=2)[CH2:9][CH2:10][C:11]2[CH:20]=[CH:19][C:14]([C:15]([O:17][CH3:18])=[O:16])=[CH:13][CH:12]=2)=[CH:30][CH:31]=1)#[N:2] |f:2.3.4|. Procedure: A solution of 1150 mg (2.79 mmol) of methyl E-4-[3-(4-cyanobenzyl)-5-(2-hydroxyphenyl)pent-4-enyl]benzoate from Example 75A in 50 ml of dry acetonitrile is mixed with 908 mg (3.35 mmol) of 4-chloromethyl-4′-trifluoromethylbiphenyl from Example 23A and 579 mg (4.19 mmol) of anhydrous potassium-carbonate and heated to reflux for 12 hours. The mixture is then concentrated to dryness. The residue is taken up in ethyl acetate, washed with water and saturated sodium chloride solution and dried over so... Starting materials: OC=1C=CC2=C(CC(O2)CCC2=CC=CC=C2)C1 (5-hydroxy-2-(2-phenylethyl)-2,3-dihydrobenzofuran), C([O-])([O-])=O.[K+].[K+] (potassium carbonate), C(C=C)Br (allyl bromide), CC(=O)C (acetone). Solvent: CCCCCC (hexane). Product: C(C=C)OC=1C=CC2=C(CC(O2)CCC2=CC=CC=C2)C1 (5-allyloxy-2-(2-phenylethyl)-2,3-dihydrobenzofuran). Yield: 82.0%. As a reaction SMILES: [OH:1][C:2]1[CH:3]=[CH:4][C:5]2[O:9][CH:8]([CH2:10][CH2:11][C:12]3[CH:17]=[CH:16][CH:15]=[CH:14][CH:13]=3)[CH2:7][C:6]=2[CH:18]=1.C(=O)([O-])[O-].[K+].[K+].[CH2:25](Br)[CH:26]=[CH2:27].CC(C)=O>CCCCCC>[CH2:27]([O:1][C:2]1[CH:3]=[CH:4][C:5]2[O:9][CH:8]([CH2:10][CH2:11][C:12]3[CH:13]=[CH:14][CH:15]=[CH:16][CH:17]=3)[CH2:7][C:6]=2[CH:18]=1)[CH:26]=[CH2:25] |f:1.2.3|. Procedure details: A mixture 5-hydroxy-2-(2-phenylethyl)-2,3-dihydrobenzoruan, E5, (50 gm; 208 mmoles), potassium carbonate (55 gm; 400 mmoles), allyl bromide (48 gm; 400 mmoles) and acetone (500 mL) was refluxed for 18 hours. The mixture was cooled, diluted with hexane (250 mL) and filtered through celite. The filtrate was concentrated in vacuo and the residue chromatographed in silica gel using 10% ethylacetate in hexane as eluent to obtain 47.8 gm (82%) of 5-allyloxy-2-(2-phenylethyl)-2,3-dihydrobenzofuran E6 a... Reactants: CC(=O)O, Clc1ccc(Cc2ccccn2)cc1, OO. Product: [O-][n+]1ccccc1Cc1ccc(Cl)cc1. RXN SMILES: [CH3:17][C:18](=[O:19])[OH:20].[Cl:1][c:2]1[cH:3][cH:4][c:5]([CH2:6][c:7]2[n:8][cH:9][cH:10][cH:11][cH:12]2)[cH:13][cH:14]1.[OH:15][OH:16]>>[Cl:1][c:2]1[cH:3][cH:4][c:5]([CH2:6][c:7]2[n+:8]([O-:15])[cH:9][cH:10][cH:11][cH:12]2)[cH:13][cH:14]1. The reactants are O1COC2=C1C=CC(=C2)C2(CC2)C(=O)Cl (1-(benzo[d][1,3]dioxol-5-yl)cyclopropanecarbonyl chloride), NC=1C=CC(=NC1)C#N (5-aminopicolinonitrile). The solvent is N1=CC=CC=C1 (pyridine). Run at temperature 115 celsius, time 15 hour. Yields the product O1COC2=C1C=CC(=C2)C2(CC2)C(=O)NC=2C=NC(=CC2)C#N (1-(benzo[d][1,3]dioxol-5-yl)-N-(6-cyanopyridin-3-yl)cyclopropanecarboxamide). Reaction SMILES: [O:1]1[C:5]2[CH:6]=[CH:7][C:8]([C:10]3([C:13](Cl)=[O:14])[CH2:12][CH2:11]3)=[CH:9][C:4]=2[O:3][CH2:2]1.[NH2:16][C:17]1[CH:18]=[CH:19][C:20]([C:23]#[N:24])=[N:21][CH:22]=1>N1C=CC=CC=1>[O:1]1[C:5]2[CH:6]=[CH:7][C:8]([C:10]3([C:13]([NH:16][C:17]4[CH:22]=[N:21][C:20]([C:23]#[N:24])=[CH:19][CH:18]=4)=[O:14])[CH2:12][CH2:11]3)=[CH:9][C:4]=2[O:3][CH2:2]1. Procedure details: To 1-(benzo[d][1,3]dioxol-5-yl)cyclopropanecarbonyl chloride (45 mg, 0.2 mmol) in pyridine (2 mL) was added 5-aminopicolinonitrile (24 mg, 0.2 mmol) and the reaction mixture was stirred at 115° C. for 15 hours. The solvent was evaporated to dryness and the residue redissolved in DMF, filtered and purified by reverse-phase preparative liquid chromatography utilizing a gradient of 0-99% acetonitrile in water containing 0.05% trifluoracetic acid to yield the pure product. ESI-MS m/z calc. 307.3. Fo...